This data is from the Open Reaction Database (ORD), a public repository of structured organic reaction records. The task is: describe an organic reaction: reactants, conditions, products, and yield The reactants are C1(=CC=CC=C1)S(=O)(=O)N1C=CC=2C1=NC=C(C2NC2CC(CC2)O)[N+](=O)[O-] (3-(1-Benzenesulfonyl-5-nitro-1H-pyrrolo[2,3-b]pyridin-4-ylamino)-cyclopentanol). The reagents and catalysts are [Pd] (palladium on carbon). Solvent: CO (methanol). Run at time 3 hour. Product: NC=1C(=C2C(=NC1)N(C=C2)S(=O)(=O)C2=CC=CC=C2)NC2CC(CC2)O (3-(5-Amino-1-benzene sulfonyl-1H-pyrrolo[2,3-b]pyridin-4-ylamino)-cyclopentanol). Isolated yield 82.3%. As a reaction SMILES: [C:1]1([S:7]([N:10]2[C:14]3=[N:15][CH:16]=[C:17]([N+:26]([O-])=O)[C:18]([NH:19][CH:20]4[CH2:24][CH2:23][CH:22]([OH:25])[CH2:21]4)=[C:13]3[CH:12]=[CH:11]2)(=[O:9])=[O:8])[CH:6]=[CH:5][CH:4]=[CH:3][CH:2]=1>CO.[Pd]>[NH2:26][C:17]1[C:18]([NH:19][CH:20]2[CH2:24][CH2:23][CH:22]([OH:25])[CH2:21]2)=[C:13]2[CH:12]=[CH:11][N:10]([S:7]([C:1]3[CH:2]=[CH:3][CH:4]=[CH:5][CH:6]=3)(=[O:9])=[O:8])[C:14]2=[N:15][CH:16]=1. Procedure details: To a solution of 3-(1-Benzenesulfonyl-5-nitro-1H-pyrrolo[2,3-b]pyridin-4-ylamino)-cyclopentanol (6 g, 15 mmol) in methanol (250 mL) was added palladium on carbon (1 g, 10%), then the reaction mixture was stirred at room temperature under hydrogen (45 psi) for 3 hours. The catalyst was filtered off, and the organic solution was concentrated under reduce pressure to give 4.6 g (83%) of 3-(5-Amino-1-benzene sulfonyl-1H-pyrrolo[2,3-b]pyridin-4-ylamino)-cyclopentanol. 1H NMR (400 MHz, CDCl3) δ: 8.12-...